From a dataset of the Open Reaction Database (ORD), a public repository of structured organic reaction records. describe an organic reaction: reactants, conditions, products, and yield Starting materials: C1CCOC1, [Li+], [OH-], O, CCOC(=O)CN(Cc1ccc(C(F)(F)F)cc1)C(=O)Cn1cc(COc2ccc3nc(S(N)(=O)=O)sc3c2)nn1. Product: NS(=O)(=O)c1nc2ccc(OCc3cn(CC(=O)N(CC(=O)O)Cc4ccc(C(F)(F)F)cc4)nn3)cc2s1. Reaction SMILES: [CH2:44]1[O:45][CH2:46][CH2:47][CH2:48]1.[Li+:43].[OH-:42].[OH2:49].[S:1]([NH2:2])(=[O:3])(=[O:4])[c:5]1[s:6][c:7]2[c:8]([n:9]1)[cH:10][cH:11][c:12]([O:14][CH2:15][c:16]1[n:17][n:18][n:19]([CH2:21][C:22](=[O:23])[N:24]([CH2:25][c:26]3[cH:27][cH:28][c:29]([C:32]([F:33])([F:34])[F:35])[cH:30][cH:31]3)[CH2:36][C:37](=[O:38])[O:39][CH2:40][CH3:41])[cH:20]1)[cH:13]2>>[S:1]([NH2:2])(=[O:3])(=[O:4])[c:5]1[s:6][c:7]2[c:8]([n:9]1)[cH:10][cH:11][c:12]([O:14][CH2:15][c:16]1[n:17][n:18][n:19]([CH2:21][C:22](=[O:23])[N:24]([CH2:25][c:26]3[cH:27][cH:28][c:29]([C:32]([F:33])([F:34])[F:35])[cH:30][cH:31]3)[CH2:36][C:37](=[O:38])[OH:39])[cH:20]1)[cH:13]2. The reactants are Cl (hydrochloric acid), CO (methanol), [OH-].[Na+] (sodium hydroxide), C(C)OC(\C(=C\C1=C(C=C(C=C1F)C(NC=1SC2=C(N1)C=1C=CC=C(C1OC2)C(C)C)=O)F)\C)=O ((E)-3-[2,6-difluoro-4-(6-isopropyl-4H-chromeno[4,3-d]thiazol-2-ylcarbamoyl)phenyl]-2-methylacrylic acid ethyl ester). The solvent is C1CCOC1 (THF). Product: FC1=C(C(=CC(=C1)C(NC=1SC2=C(N1)C=1C=CC=C(C1OC2)C(C)C)=O)F)/C=C(/C(=O)O)\C ((E)-3-[2,6-difluoro-4-(6-isopropyl-4H-chromeno[4,3-d]thiazol-2-ylcarbamoyl)phenyl]-2-methylacrylic acid). RXN SMILES: C([O:3][C:4](=[O:35])/[C:5](/[CH3:34])=[CH:6]/[C:7]1[C:12]([F:13])=[CH:11][C:10]([C:14](=[O:32])[NH:15][C:16]2[S:17][C:18]3[CH2:28][O:27][C:26]4[C:25]([CH:29]([CH3:31])[CH3:30])=[CH:24][CH:23]=[CH:22][C:21]=4[C:19]=3[N:20]=2)=[CH:9][C:8]=1[F:33])C.CO.[OH-].[Na+].Cl>C1COCC1>[F:33][C:8]1[CH:9]=[C:10]([C:14](=[O:32])[NH:15][C:16]2[S:17][C:18]3[CH2:28][O:27][C:26]4[C:25]([CH:29]([CH3:31])[CH3:30])=[CH:24][CH:23]=[CH:22][C:21]=4[C:19]=3[N:20]=2)[CH:11]=[C:12]([F:13])[C:7]=1/[CH:6]=[C:5](\[CH3:34])/[C:4]([OH:35])=[O:3] |f:2.3|. Procedure details: (E)-3-[2,6-difluoro-4-(6-isopropyl-4H-chromeno[4,3-d]thiazol-2-ylcarbamoyl)phenyl]-2-methylacrylic acid ethyl ester (620 mg) was dissolved in THF (2 mL), methanol (2 ml), and 2N sodium hydroxide aqueous solution (2 mL), and the reaction mixture was stirred at room temperature for 3 h. The reaction mixture was acidified with hydrochloric acid and extracted with ethyl acetate. The organic layer was washed with water, and brine, dried over magnesium sulfate, and evaporated. The residue was recrysta... Starting materials: CS(C)=O, CCOCC, CCN(C(C)C)C(C)C, Clc1ccc(-c2cc3nccn3c(Cl)n2)c(Cl)c1, CC(N)CNC(=O)OC(C)(C)C, O. Yields the product CC(CNC(=O)OC(C)(C)C)Nc1nc(-c2ccc(Cl)cc2Cl)cc2nccn12. Reaction SMILES: [CH3:40][S:41]([CH3:42])=[O:43].[CH3:45][CH2:46][O:47][CH2:48][CH3:49].[CH:31]([N:32]([CH2:33][CH3:34])[CH:35]([CH3:36])[CH3:37])([CH3:38])[CH3:39].[Cl:1][c:2]1[n:3][c:4](-[c:11]2[c:12]([Cl:18])[cH:13][c:14]([Cl:17])[cH:15][cH:16]2)[cH:5][c:6]2[n:7]1[cH:8][cH:9][n:10]2.[NH2:19][CH:20]([CH2:21][NH:22][C:23]([O:24][C:25]([CH3:26])([CH3:27])[CH3:28])=[O:29])[CH3:30].[OH2:44]>>[c:2]1([NH:19][CH:20]([CH2:21][NH:22][C:23]([O:24][C:25]([CH3:26])([CH3:27])[CH3:28])=[O:29])[CH3:30])[n:3][c:4](-[c:11]2[c:12]([Cl:18])[cH:13][c:14]([Cl:17])[cH:15][cH:16]2)[cH:5][c:6]2[n:7]1[cH:8][cH:9][n:10]2. Reactants: C(C)(=O)Cl (Acetyl chloride), C(C=C)OC1=C(C(=O)OC)C=C(C(=C1)N)Cl (Methyl 2-allyloxy-4-amino-5-chlorobenzoate), O (Water). Run in N1=CC=CC=C1 (pyridine). Run at time 45 minute. Yields the product C(C=C)OC1=C(C(=O)OC)C=C(C(=C1)NC(C)=O)Cl (Methyl 2-allyloxy-4-acetylamino-5-chlorobenzoate). As a reaction SMILES: [C:1](Cl)(=[O:3])[CH3:2].[CH2:5]([O:8][C:9]1[CH:18]=[C:17]([NH2:19])[C:16]([Cl:20])=[CH:15][C:10]=1[C:11]([O:13][CH3:14])=[O:12])[CH:6]=[CH2:7].O>N1C=CC=CC=1>[CH2:5]([O:8][C:9]1[CH:18]=[C:17]([NH:19][C:1](=[O:3])[CH3:2])[C:16]([Cl:20])=[CH:15][C:10]=1[C:11]([O:13][CH3:14])=[O:12])[CH:6]=[CH2:7]. Reported procedure: Acetyl chloride (6.5 g) is added dropwise to a stirring solution of the amine of step 4 above (5 g) in pyridine (80 ml) cooled in an ice bath. The reaction mixture is allowed to warm to RT with stirring for 45 minutes. Water is added, the mixture again cooled in ice, and partitioned between H2O and CH2Cl2. The organic layer is separated and washed successively with H2O, 10% HCl, aqueous saturated NaHCO3, dried, filtered and evaporated affording a solid residue which is recrystallized from Hexane... Product: CC(CCC(=O)O)CC(NC(=O)OC(C)(C)C)C1CCC(=O)O1. As a reaction SMILES: [C:1]([CH3:2])([CH3:3])([CH3:4])[O:5][C:6]([NH:7][CH:8]([CH2:9][CH:10]([CH2:11][CH2:12][CH:13]=[O:14])[CH3:15])[CH:16]1[O:17][C:18](=[O:21])[CH2:19][CH2:20]1)=[O:22].[C:23]([CH3:24])([CH3:25])([CH3:26])[OH:27].[CH2:43]1[O:44][CH2:45][CH2:46][CH2:47]1.[CH3:28][C:29](=[CH:30][CH3:31])[CH3:32].[CH3:37][CH2:38][O:39][C:40]([CH3:41])=[O:42].[Cl+:33]([O-:34])[O-:35].[Na+:36].[OH2:48]>>[C:1]([CH3:2])([CH3:3])([CH3:4])[O:5][C:6]([NH:7][CH:8]([CH2:9][CH:10]([CH2:11][CH2:12][C:13](=[O:14])[OH:27])[CH3:15])[CH:16]1[O:17][C:18](=[O:21])[CH2:19][CH2:20]1)=[O:22]. Starting materials: CC(CCC=O)CC(NC(=O)OC(C)(C)C)C1CCC(=O)O1, CC(C)(C)O, C1CCOC1, CC=C(C)C, CCOC(C)=O, [O-][Cl+][O-], [Na+], O. Starting materials: S(=O)(Cl)Cl (Thionyl chloride), CN(C)C=O (DMF), C1CCC2=CC(=CC=C12)NC(C=CSC1=CC=CC=C1)=O (N-(5-indanyl)-3(phenylthio)acrylamide). The solvent is C1(=CC=CC=C1)C (toluene). Conditions: temperature 70 celsius, time 2 hour. Product: C1CCC2=CC(=CC=C12)N=C(C=CSC1=CC=CC=C1)SC1=CC=CC=C1 (phenyl N-(5-indanyl)-3-(phenylthio)thioacrylimidate). Yield: 34.0%. RXN SMILES: S(Cl)(Cl)=O.CN(C=O)C.[CH2:10]1[C:18]2[C:13](=[CH:14][C:15]([NH:19][C:20](=O)[CH:21]=[CH:22][S:23][C:24]3[CH:29]=[CH:28][CH:27]=[CH:26][CH:25]=3)=[CH:16][CH:17]=2)[CH2:12][CH2:11]1>C1(C)C=CC=CC=1>[CH2:10]1[C:18]2[C:13](=[CH:14][C:15]([N:19]=[C:20]([S:23][C:24]3[CH:29]=[CH:28][CH:27]=[CH:26][CH:25]=3)[CH:21]=[CH:22][S:23][C:24]3[CH:29]=[CH:28][CH:27]=[CH:26][CH:25]=3)=[CH:16][CH:17]=2)[CH2:12][CH2:11]1. Procedure: Thionyl chloride (0.75 mL) and DMF (catalytic amount) were added to a solution of N-(5-indanyl)-3(phenylthio)acrylamide (1.21 g) in toluene (50 mL) at room temperature, and the mixture was stirred at 70° C. for 2 hours. The reaction mixture was concentrated under reduced pressure. To the residue was added THF (40 mL), and then a solution (0.62 mol/L, 10 mL) of phenylmercaptan sodium salt in THF was added thereto under ice-cooling. The mixture was stirred at room temperature for 2 hours, and then... The reactants are C(C)N1N=C(N=C1N1CCCC1)C#C[Si](C)(C)C (1-ethyl-5-(pyrrolidin-1-yl)-3-((trimethylsilyl)ethynyl)-1H-1,2,4-triazole). Solvent: CO (methanol), [OH-].[Na+] (NaOH), C(C)(=O)OCC (ethyl acetate). Run at temperature 25 celsius, time 18 hour. Product: C(C)N1N=C(N=C1N1CCCC1)C#C (1-ethyl-3-ethynyl-5-pyrrolidin-1-yl-1H-[1,2,4]triazole). The yield is 89.3%. RXN SMILES: [CH2:1]([N:3]1[C:7]([N:8]2[CH2:12][CH2:11][CH2:10][CH2:9]2)=[N:6][C:5]([C:13]#[C:14][Si](C)(C)C)=[N:4]1)[CH3:2]>CO.[OH-].[Na+].C(OCC)(=O)C>[CH2:1]([N:3]1[C:7]([N:8]2[CH2:12][CH2:11][CH2:10][CH2:9]2)=[N:6][C:5]([C:13]#[CH:14])=[N:4]1)[CH3:2] |f:2.3|. Reported procedure: A mixture of 1-ethyl-5-(pyrrolidin-1-yl)-3-((trimethylsilyl)ethynyl)-1H-1,2,4-triazole (122 mg, 465 μmol, Eq: 1.00) in methanol (3 ml) and 1N NaOH aq. (0.1 ml) was stirred for 18 hours at 25° C. under argon atmosphere. The mixture was diluted with ethyl acetate and washed with water. The organic layer was separated, dried over magnesium sulfate, filtered and concentrated affording 1-ethyl-3-ethynyl-5-pyrrolidin-1-yl-1H-[1,2,4]triazole (79 mg, 89.3%) as an orange oil. MS: m/z=191.2 (M+H+) The reactants are Clc1cc(Br)cc(Cl)c1CBr, COC1CCC(C2CCNC2=O)CC1, [H-], [Na+], CN(C)C=O. Product: COC1CCC(C2CCN(Cc3c(Cl)cc(Br)cc3Cl)C2=O)CC1. Reaction SMILES: [Br:17][c:18]1[cH:19][c:20]([Cl:27])[c:21]([CH2:25][Br:26])[c:22]([Cl:24])[cH:23]1.[CH3:1][O:2][CH:3]1[CH2:4][CH2:5][CH:6]([CH:9]2[C:10](=[O:14])[NH:11][CH2:12][CH2:13]2)[CH2:7][CH2:8]1.[H-:15].[Na+:16].[O:28]=[CH:29][N:30]([CH3:31])[CH3:32]>>[CH3:1][O:2][CH:3]1[CH2:4][CH2:5][CH:6]([CH:9]2[C:10](=[O:14])[N:11]([CH2:25][c:21]3[c:20]([Cl:27])[cH:19][c:18]([Br:17])[cH:23][c:22]3[Cl:24])[CH2:12][CH2:13]2)[CH2:7][CH2:8]1. Reactants: CO, CN(C)C=O, Clc1cncc(Cl)n1, Nc1ccc(-c2cc(Cc3ccc(O)cc3)no2)c(N)n1, [Na+], [OH-]. The product is Nc1ccc(-c2cc(Cc3ccc(Oc4cncc(Cl)n4)cc3)no2)c(N)n1. RXN SMILES: [CH3:1][OH:2].[CH3:34][N:35]([CH3:36])[CH:37]=[O:38].[Cl:26][c:27]1[n:28][c:29]([Cl:33])[cH:30][n:31][cH:32]1.[NH2:3][c:4]1[n:5][c:6]([NH2:23])[cH:7][cH:8][c:9]1-[c:10]1[cH:11][c:12]([CH2:15][c:16]2[cH:17][cH:18][c:19]([OH:22])[cH:20][cH:21]2)[n:13][o:14]1.[Na+:25].[OH-:24]>>[NH2:3][c:4]1[n:5][c:6]([NH2:23])[cH:7][cH:8][c:9]1-[c:10]1[cH:11][c:12]([CH2:15][c:16]2[cH:17][cH:18][c:19]([O:22][c:29]3[n:28][c:27]([Cl:26])[cH:32][n:31][cH:30]3)[cH:20][cH:21]2)[n:13][o:14]1. Reactants: CC[O-], CS(C)=O, CCO, ClCc1ccccc1, Oc1cccnc1Cl, [Na+]. The product is Clc1ncccc1OCc1ccccc1. Reaction SMILES: [CH3:10][CH2:11][O-:12].[CH3:13][S:14](=[O:15])[CH3:16].[CH3:25][CH2:26][OH:27].[Cl:17][CH2:18][c:19]1[cH:20][cH:21][cH:22][cH:23][cH:24]1.[Cl:1][c:2]1[n:3][cH:4][cH:5][cH:6][c:7]1[OH:8].[Na+:9]>>[Cl:1][c:2]1[n:3][cH:4][cH:5][cH:6][c:7]1[O:8][CH2:18][c:19]1[cH:20][cH:21][cH:22][cH:23][cH:24]1.